This data is from the Open Reaction Database (ORD), a public repository of structured organic reaction records. The task is: describe an organic reaction: reactants, conditions, products, and yield Procedure: In a manner similar to that of Example (19g), by reaction of 400 mg (10 mmol, 10 eq) of sodium hydroxide and methyl 3-[2-benzyloxy-3′-(3-heptyl-1-methylureido)biphenyl-4-yl]propanoate, obtained in the preceding step, in 10 ml of a tetrahydrofuran/methanol mixture (8/2), and after crystallization from pentane, 305 mg of 3-[2-benzyloxy-3′-(3-heptyl-1-methylureido)biphenyl-4-yl]propanoic acid are obtained in the form of a white powder (m.p.=76° C.). Yield=65% over the two steps. Yield: 65.0%. Product: C(C1=CC=CC=C1)OC1=C(C=CC(=C1)CCC(=O)O)C1=CC(=CC=C1)N(C(=O)NCCCCCCC)C (3-[2-benzyloxy-3′-(3-heptyl-1-methylureido)biphenyl-4-yl]propanoic acid). Reactants: [OH-].[Na+] (sodium hydroxide), C(C1=CC=CC=C1)OC1=C(C=CC(=C1)CCC(=O)OC)C1=CC(=CC=C1)N(C(=O)NCCCCCCC)C (methyl 3-[2-benzyloxy-3′-(3-heptyl-1-methylureido)biphenyl-4-yl]propanoate). Run in O1CCCC1.CO (tetrahydrofuran methanol). RXN SMILES: [OH-].[Na+].[CH2:3]([O:10][C:11]1[CH:16]=[C:15]([CH2:17][CH2:18][C:19]([O:21]C)=[O:20])[CH:14]=[CH:13][C:12]=1[C:23]1[CH:28]=[CH:27][CH:26]=[C:25]([N:29]([CH3:40])[C:30]([NH:32][CH2:33][CH2:34][CH2:35][CH2:36][CH2:37][CH2:38][CH3:39])=[O:31])[CH:24]=1)[C:4]1[CH:9]=[CH:8][CH:7]=[CH:6][CH:5]=1>O1CCCC1.CO>[CH2:3]([O:10][C:11]1[CH:16]=[C:15]([CH2:17][CH2:18][C:19]([OH:21])=[O:20])[CH:14]=[CH:13][C:12]=1[C:23]1[CH:28]=[CH:27][CH:26]=[C:25]([N:29]([CH3:40])[C:30]([NH:32][CH2:33][CH2:34][CH2:35][CH2:36][CH2:37][CH2:38][CH3:39])=[O:31])[CH:24]=1)[C:4]1[CH:9]=[CH:8][CH:7]=[CH:6][CH:5]=1 |f:0.1,3.4|. Reactants: FC=1C=C(C=CC1C=C(C)C)C(CCCC)O (1-[3-fluoro-4-(2-methyl-1-propenyl)phenyl]pentanol). Reagents/catalysts: [Pd] (palladium on carbon). Solvent: CO (methanol). Conditions: time 30 minute. Product: FC=1C=C(C=CC1CC(C)C)C(CCCC)O (1-(3-fluoro-4-isobutylphenyl)pentanol). Yield: 55.2%. Reaction SMILES: [F:1][C:2]1[CH:3]=[C:4]([CH:12]([OH:17])[CH2:13][CH2:14][CH2:15][CH3:16])[CH:5]=[CH:6][C:7]=1[CH:8]=[C:9]([CH3:11])[CH3:10]>[Pd].CO>[F:1][C:2]1[CH:3]=[C:4]([CH:12]([OH:17])[CH2:13][CH2:14][CH2:15][CH3:16])[CH:5]=[CH:6][C:7]=1[CH2:8][CH:9]([CH3:10])[CH3:11]. Procedure: A mixture of 1-[3-fluoro-4-(2-methyl-1-propenyl)phenyl]pentanol (300 mg) and 10% palladium on carbon (90 mg) in methanol (10 ml) was stirred under hydrogen atmosphere for 30 minutes at room temperature. Catalyst was removed by filtration and the solvent was evaporated. The residue was chromatographed on silica gel column eluting with a mixture of hexane and ethyl acetate (85:15) to give 1-(3-fluoro-4-isobutylphenyl)pentanol (167 mg) as an oil. Reactants: BrC1=CN=CC2=CC=CC(=C12)NC1CCN(CC1)C(=O)OC(C)(C)C (4-(4-bromo-5-isoquinolyl)amino-1-(tert-butoxycarbonyl)piperidine), [F-].[Cs+] (cesium fluoride). Solvent: CS(=O)C (dimethyl sulfoxide). Reaction conditions: temperature 150 celsius, time 8 hour. Yields the product FC1=CN=CC2=CC=CC(=C12)NC1CCN(CC1)C(=O)OC(C)(C)C (4-(4-fluoro-5-isoquinolyl)amino-1-(tert-butoxycarbonyl)piperidine). Yield: 23.9%. Reaction SMILES: Br[C:2]1[C:11]2[C:6](=[CH:7][CH:8]=[CH:9][C:10]=2[NH:12][CH:13]2[CH2:18][CH2:17][N:16]([C:19]([O:21][C:22]([CH3:25])([CH3:24])[CH3:23])=[O:20])[CH2:15][CH2:14]2)[CH:5]=[N:4][CH:3]=1.[F-:26].[Cs+]>CS(C)=O>[F:26][C:2]1[C:11]2[C:6](=[CH:7][CH:8]=[CH:9][C:10]=2[NH:12][CH:13]2[CH2:18][CH2:17][N:16]([C:19]([O:21][C:22]([CH3:25])([CH3:24])[CH3:23])=[O:20])[CH2:15][CH2:14]2)[CH:5]=[N:4][CH:3]=1 |f:1.2|. Procedure: A solution of Intermediate 71 (104 mg) in dimethyl sulfoxide (2 ml) was added with cesium fluoride (284 mg, Wako Pure Chemical Industries) and stirred at 150° C. for 8 hours. The reaction mixture was cooled to room temperature and then filtered through Celite. The residue was added with water (20 ml), extracted with ethyl acetate (20 ml) and washed twice with saturated brine (10 ml for each time). The organic layer was dried over anhydrous sodium sulfate, and then the solvent was evaporated unde... Starting materials: [Li]CCCC, C1CCOC1, BrC(Br)=Cc1cc(-c2ccc(OCc3ccccc3)cc2)n(C2CCCCC2)n1. Product: C#Cc1cc(-c2ccc(OCc3ccccc3)cc2)n(C2CCCCC2)n1. As a reaction SMILES: [CH2:1]([Li:2])[CH2:3][CH2:4][CH3:5].[CH2:35]1[O:36][CH2:37][CH2:38][CH2:39]1.[CH2:6]([c:7]1[cH:8][cH:9][cH:10][cH:11][cH:12]1)[O:13][c:14]1[cH:15][cH:16][c:17](-[c:20]2[cH:21][c:22]([CH:31]=[C:32]([Br:33])[Br:34])[n:23][n:24]2[CH:25]2[CH2:26][CH2:27][CH2:28][CH2:29][CH2:30]2)[cH:18][cH:19]1>>[CH2:6]([c:7]1[cH:8][cH:9][cH:10][cH:11][cH:12]1)[O:13][c:14]1[cH:15][cH:16][c:17](-[c:20]2[cH:21][c:22]([C:31]#[CH:32])[n:23][n:24]2[CH:25]2[CH2:26][CH2:27][CH2:28][CH2:29][CH2:30]2)[cH:18][cH:19]1.